From a dataset of the Open Reaction Database (ORD), a public repository of structured organic reaction records. describe an organic reaction: reactants, conditions, products, and yield Run in O (water), C(C)(=O)O (acetic acid). Reactants: COC([C@@H](NC([C@@H](NC(CC(=O)C)=O)CC(O)=O)=O)CC1=CC=CC=C1)=O (N-acetoacetyl-L-aspartyl-L-phenylalanine methyl ester), C1(=CC=CC=C1)C (Toluene), Cl.NO (hydroxylamine hydrochloride). Procedure: The crude N-acetoacetyl-L-aspartyl-L-phenylalanine methyl ester was dissolved in 100 parts by volume of water and 11.7 parts by volume of acetic acid. Toluene 200 parts by volume and 6.95 parts of hydroxylamine hydrochloride were added and the mixture stirred for 2.5 hours. The aqueous layer was separated and cooled to 0°-5° C. 15 parts by volume concentrated hydrochloric acid were added and the resulting mixture was cooled at 0°-5° C. overnight. The precipitate was collected on a filter and air... Product: 26.4, O.O.Cl.COC([C@@H](NC([C@@H](N)CC(O)=O)=O)CC1=CC=CC=C1)=O (α-L-aspartyl-L-phenylalanine methyl ester hydrochloride dihydrate). Reaction conditions: time 2.5 hour. Reaction SMILES: [CH3:1][O:2][C:3](=[O:27])[C@H:4]([CH2:20][C:21]1[CH:26]=[CH:25][CH:24]=[CH:23][CH:22]=1)[NH:5][C:6](=[O:19])[C@H:7]([CH2:15][C:16](=[O:18])[OH:17])[NH:8]C(=O)CC(C)=O.C1(C)C=CC=CC=1.[ClH:35].N[OH:37]>O.C(O)(=O)C>[OH2:2].[OH2:37].[ClH:35].[CH3:1][O:2][C:3](=[O:27])[C@H:4]([CH2:20][C:21]1[CH:22]=[CH:23][CH:24]=[CH:25][CH:26]=1)[NH:5][C:6](=[O:19])[C@H:7]([CH2:15][C:16](=[O:17])[OH:18])[NH2:8] |f:2.3,6.7.8.9|.